Dataset: the Open Reaction Database (ORD), a public repository of structured organic reaction records. Task: describe an organic reaction: reactants, conditions, products, and yield Reactants: Cl (hydrochloric acid), COC(C1=CC(=C(C=C1)OCCCCCCC)OCCCCCCC)=O (3,4-Bis(heptyloxy)benzoic acid methyl ester), [OH-].[K+] (potassium hydroxide), O (water). The solvent is C(C)O (ethyl alcohol). Product: C(CCCCCC)OC=1C=C(C(=O)O)C=CC1OCCCCCCC (3,4-Bis(heptyloxy)benzoic acid). Yield: 93.9%. RXN SMILES: C[O:2][C:3](=[O:26])[C:4]1[CH:9]=[CH:8][C:7]([O:10][CH2:11][CH2:12][CH2:13][CH2:14][CH2:15][CH2:16][CH3:17])=[C:6]([O:18][CH2:19][CH2:20][CH2:21][CH2:22][CH2:23][CH2:24][CH3:25])[CH:5]=1.[OH-].[K+].O.Cl>C(O)C>[CH2:19]([O:18][C:6]1[CH:5]=[C:4]([CH:9]=[CH:8][C:7]=1[O:10][CH2:11][CH2:12][CH2:13][CH2:14][CH2:15][CH2:16][CH3:17])[C:3]([OH:26])=[O:2])[CH2:20][CH2:21][CH2:22][CH2:23][CH2:24][CH3:25] |f:1.2|. Procedure details: A mixture of 25 g of product from Example 109, 11.54 g of potassium hydroxide, 30 ml of water and 500 ml ethyl alcohol is heated at reflux temperature for 24 hours. The reaction mixture is cooled and maintained at room temperature for 48 hours. The mixture is acidified to pH 2 with concentrated hydrochloric acid, concentrated in vacuo, diluted with water and extracted with chloroform. The combined chloroform extracts are washed with saturated sodium chloride, dried and concentrated in vacuo to g...